Dataset: the Open Reaction Database (ORD), a public repository of structured organic reaction records. Task: describe an organic reaction: reactants, conditions, products, and yield Starting materials: [H][H] (Hydrogen), O1CCC(CC1)NC1=C(C=C(C=C1)C(F)(F)F)[N+](=O)[O-] (1-(tetrahydropyran-4-yl)amino-2-nitro-4-trifluoromethylbenzene). The reagents and catalysts are [C].[Pd] (palladium-carbon). The solvent is O1CCCC1 (tetrahydrofuran). The product is NC1=C(C=CC(=C1)C(F)(F)F)NC1CCOCC1 (2-amino-1-(tetrahydropyran-4-yl)amino-4-trifluoromethylbenzene). Yield: 73.5%. RXN SMILES: [O:1]1[CH2:6][CH2:5][CH:4]([NH:7][C:8]2[CH:13]=[CH:12][C:11]([C:14]([F:17])([F:16])[F:15])=[CH:10][C:9]=2[N+:18]([O-])=O)[CH2:3][CH2:2]1.[H][H]>[C].[Pd].O1CCCC1>[NH2:18][C:9]1[CH:10]=[C:11]([C:14]([F:16])([F:17])[F:15])[CH:12]=[CH:13][C:8]=1[NH:7][CH:4]1[CH2:5][CH2:6][O:1][CH2:2][CH2:3]1 |f:2.3|. Reported procedure: A 3-neck flask (200 mL) was charged with 1-(tetrahydropyran-4-yl)amino-2-nitro-4-trifluoromethylbenzene (see Synthesis Example 4-1) (1.00 g, 3.45 mmol) and tetrahydrofuran (17 mL), and this was shaken to give a homogeneous solution. To this was added palladium-carbon (Pd: 10%, 0.09 g), and this was again shaken. Hydrogen was substituted in by successively reducing the pressure and purging with hydrogen gas 3 times, and after vigorous shaking at room temperature under these conditions for 4 h, th... As a reaction SMILES: [Br:1][c:2]1[cH:3][c:4]([F:26])[c:5]([CH2:6][NH:7][C:8]([c:9]2[c:10]([OH:22])[cH:11][c:12]([F:21])[c:13]([N:15]3[CH2:16][CH2:17][O:18][CH2:19][CH2:20]3)[cH:14]2)=[O:23])[cH:24][cH:25]1.[Br:33][CH2:34][C:35](=[O:36])[O:37][CH2:38][CH3:39].[CH3:41][C:42](=[O:43])[CH3:44].[ClH:40].[K+:27].[K+:28].[O-:29][C:30]([O-:31])=[O:32]>>[Br:1][c:2]1[cH:3][c:4]([F:26])[c:5]([CH2:6][NH:7][C:8]([c:9]2[c:10]([O:22][CH2:34][C:35](=[O:36])[O:37][CH2:38][CH3:39])[cH:11][c:12]([F:21])[c:13]([N:15]3[CH2:16][CH2:17][O:18][CH2:19][CH2:20]3)[cH:14]2)=[O:23])[cH:24][cH:25]1. Yields the product CCOC(=O)COc1cc(F)c(N2CCOCC2)cc1C(=O)NCc1ccc(Br)cc1F. The reactants are O=C(NCc1ccc(Br)cc1F)c1cc(N2CCOCC2)c(F)cc1O, CCOC(=O)CBr, CC(C)=O, Cl, [K+], [K+], O=C([O-])[O-]. The reactants are C=CCC1(C)CC(c2cccc(Cl)c2)C(c2ccc(Cl)cn2)N(C(CC)CO)C1=O, ClCCl, O. The product is C=CCC1(C)CC(c2cccc(Cl)c2)C(c2ccc(Cl)cn2)N(C(C=O)CC)C1=O. As a reaction SMILES: [CH2:1]([CH:2]=[CH2:3])[C:4]1([CH3:30])[C:5](=[O:29])[N:6]([CH:24]([CH2:25][OH:26])[CH2:27][CH3:28])[CH:7]([c:17]2[n:18][cH:19][c:20]([Cl:23])[cH:21][cH:22]2)[CH:8]([c:10]2[cH:11][c:12]([Cl:16])[cH:13][cH:14][cH:15]2)[CH2:9]1.[Cl:32][CH2:33][Cl:34].[OH2:31]>>[CH2:1]([CH:2]=[CH2:3])[C:4]1([CH3:30])[C:5](=[O:29])[N:6]([CH:24]([CH:25]=[O:26])[CH2:27][CH3:28])[CH:7]([c:17]2[n:18][cH:19][c:20]([Cl:23])[cH:21][cH:22]2)[CH:8]([c:10]2[cH:11][c:12]([Cl:16])[cH:13][cH:14][cH:15]2)[CH2:9]1. Reactants: FC(S(=O)(=O)OC1=CC(=CC=C1)C(C)(C)C)(F)F (3-tert-butylphenyl trifluoromethanesulfonate), [C-]#N.[Na+] (sodium cyanide). Reagents/catalysts: [Cu](I)I (copper iodide), C=1C=CC(=CC1)[P](C=2C=CC=CC2)(C=3C=CC=CC3)[Pd]([P](C=4C=CC=CC4)(C=5C=CC=CC5)C=6C=CC=CC6)([P](C=7C=CC=CC7)(C=8C=CC=CC8)C=9C=CC=CC9)[P](C=1C=CC=CC1)(C=1C=CC=CC1)C=1C=CC=CC1 (tetrakis(triphenylphosphine)palladium). Run in C(C)(=O)OCC (ethyl acetate), C(C)#N (acetonitrile). The product is C(C)(C)(C)C=1C=C(CC2=C(C#N)C=CC=C2)C=CC1 (3-tert-butylbenzylbenzonitrile). Yield: 151.3%. As a reaction SMILES: FC(F)(F)S(O[C:7]1[CH:12]=[CH:11][CH:10]=[C:9]([C:13]([CH3:16])([CH3:15])[CH3:14])[CH:8]=1)(=O)=O.[C-:19]#[N:20].[Na+]>C(#N)C.C(OCC)(=O)C.[Cu](I)I.C1C=CC([P]([Pd]([P](C2C=CC=CC=2)(C2C=CC=CC=2)C2C=CC=CC=2)([P](C2C=CC=CC=2)(C2C=CC=CC=2)C2C=CC=CC=2)[P](C2C=CC=CC=2)(C2C=CC=CC=2)C2C=CC=CC=2)(C2C=CC=CC=2)C2C=CC=CC=2)=CC=1>[C:13]([C:9]1[CH:8]=[C:7]([CH:12]=[CH:11][CH:10]=1)[CH2:13][C:9]1[CH:10]=[CH:11][CH:12]=[CH:7][C:8]=1[C:19]#[N:20])([CH3:16])([CH3:15])[CH3:14] |f:1.2,^1:37,39,58,77|. Procedure details: To a solution of 3-tert-butylphenyl trifluoromethanesulfonate (6.17 g, 21.9 mmol) in acetonitrile (80 ml) were added sodium cyanide (2.15 g, 43.8 mmol) and copper iodide (0.42 g, 2.19 mmol). To the mixture was added tetrakis(triphenylphosphine)palladium (1.27 g, 1.10 mmol) under nitrogen stream and the mixture was heated under reflux for 5 hrs. The mixture was diluted with ethyl acetate, and insoluble material was filtered off with celite. The filtrate was washed with water and saturated brine, ... The reactants are N1=C(C=CC=C1)C(C1=CC=CC=C1)C#N (2-pyridylbenzyl cyanide), C(CN)N (ethylene diamine), [S] (sulphur). Run at temperature 125 celsius. Product: N1=C(C=CC=C1)C(C1=CC=CC=C1)C=1NCCN1 (2-[α-(2-pyridyl) benzyl]-imidazoline). As a reaction SMILES: [N:1]1[CH:6]=[CH:5][CH:4]=[CH:3][C:2]=1[CH:7]([C:14]#[N:15])[C:8]1[CH:13]=[CH:12][CH:11]=[CH:10][CH:9]=1.[CH2:16](N)[CH2:17][NH2:18].[S]>>[N:1]1[CH:6]=[CH:5][CH:4]=[CH:3][C:2]=1[CH:7]([C:14]1[NH:18][CH2:17][CH2:16][N:15]=1)[C:8]1[CH:9]=[CH:10][CH:11]=[CH:12][CH:13]=1 |^3:19|. Reported procedure: Under a nitrogen atmosphere, carefully reflux (bath temperature of 125° C) a mixture containing 19.4 g. of 2-pyridylbenzyl cyanide, 6.6 g. of ethylene diamine and 0.2 g. of sulphur for 5 hrs. Cool the reaction mixture and under a nitrogen atmosphere dissolve the residue in 300 ml. of benzene, and water wash, dry (over anhydrous potassium carbonate) and filter the benzene solution. Concentrate the filtrate to a small volume whereupon the product crystallizes. Filter the crystals to yield 2-[α-(2-... The reactants are C1(=CC=CC=C1)C1=NC2=CC=C(C=C2N=C1C1=CC=C(C=C1)C(F)(F)F)C(=O)OC (methyl 2-phenyl-3-(4-(trifluoromethyl)phenyl)quinoxaline-6-carboxylate), [OH-].[Na+] (NaOH), Cl (HCl). Yields the product C1(=CC=CC=C1)C1=NC2=CC=C(C=C2N=C1C1=CC=C(C=C1)C(F)(F)F)C(=O)O (2-phenyl-3-(4-(trifluoromethyl)phenyl)quinoxaline-6-carboxylic acid). Isolated yield 44.4%. As a reaction SMILES: [C:1]1([C:7]2[C:16]([C:17]3[CH:22]=[CH:21][C:20]([C:23]([F:26])([F:25])[F:24])=[CH:19][CH:18]=3)=[N:15][C:14]3[C:9](=[CH:10][CH:11]=[C:12]([C:27]([O:29]C)=[O:28])[CH:13]=3)[N:8]=2)[CH:6]=[CH:5][CH:4]=[CH:3][CH:2]=1.[OH-].[Na+].Cl>CO>[C:1]1([C:7]2[C:16]([C:17]3[CH:22]=[CH:21][C:20]([C:23]([F:24])([F:25])[F:26])=[CH:19][CH:18]=3)=[N:15][C:14]3[C:9](=[CH:10][CH:11]=[C:12]([C:27]([OH:29])=[O:28])[CH:13]=3)[N:8]=2)[CH:2]=[CH:3][CH:4]=[CH:5][CH:6]=1 |f:1.2|. Run in CO (MeOH). Procedure: A solution of methyl 2-phenyl-3-(4-(trifluoromethyl)phenyl)quinoxaline-6-carboxylate (80 mg, 0.20 mmol, 1.00 equiv) in MeOH (10 mL) and NaOH (23.5 mg, 3.00 equiv) was placed in a 50-mL round-bottom flask and allowed to react, with stirring, for 3 hrs while the temperature was maintained at 50° C. in an oil bath. The pH value of the solution was adjusted to 3 with HCl (2N). The resulting solids were collected by filtration, yielding 35 mg (45%) of 2-phenyl-3-(4-(trifluoromethyl)phenyl)quinoxaline... Run at temperature 50 celsius, time 3 hour.